Dataset: the Open Reaction Database (ORD), a public repository of structured organic reaction records. Task: describe an organic reaction: reactants, conditions, products, and yield The reactants are CO, COC(=O)c1c(Cl)cc(C(F)(F)F)nc1C(F)(F)F. Product: COC(=O)c1ccc(C(F)(F)F)nc1C(F)(F)F. As a reaction SMILES: [CH3:20][OH:21].[F:1][C:2]([c:3]1[n:4][c:5]([C:14]([F:15])([F:16])[F:17])[cH:6][c:7]([Cl:13])[c:8]1[C:9](=[O:10])[O:11][CH3:12])([F:18])[F:19]>>[F:1][C:2]([c:3]1[n:4][c:5]([C:14]([F:15])([F:16])[F:17])[cH:6][cH:7][c:8]1[C:9](=[O:10])[O:11][CH3:12])([F:18])[F:19].